This data is from the Open Reaction Database (ORD), a public repository of structured organic reaction records. The task is: describe an organic reaction: reactants, conditions, products, and yield The reactants are CCOCC, COC(=O)Cc1ccc2c(c1)C(=O)c1ccccc1CO2. Product: COC(=O)Cc1ccc2c(c1)C(O)c1ccccc1CO2. RXN SMILES: [CH3:22][CH2:23][O:24][CH2:25][CH3:26].[O:1]=[C:2]1[c:3]2[c:4]([cH:13][cH:14][c:15]([CH2:17][C:18](=[O:19])[O:20][CH3:21])[cH:16]2)[O:5][CH2:6][c:7]2[c:8]1[cH:9][cH:10][cH:11][cH:12]2>>[OH:1][CH:2]1[c:3]2[c:4]([cH:13][cH:14][c:15]([CH2:17][C:18](=[O:19])[O:20][CH3:21])[cH:16]2)[O:5][CH2:6][c:7]2[c:8]1[cH:9][cH:10][cH:11][cH:12]2. Starting materials: BrC1=CC=C2C=NC(=NN21)NC2=CC=C(C=C2)N2CCOCC2 ((7-bromo-pyrrolo[2,1-f][1,2,4]triazin-2-yl)-(4-morpholin-4-yl-phenyl)-amine), B(O)(O)C1=CC=C(C=C1)CN1CCS(CC1)(=O)=O (4-[(4-boronophenyl)methyl]-thiomorpholine 1,1-dioxide). The product is O=S1(CCN(CC1)CC1=CC=C(C=C1)C1=CC=C2C=NC(=NN21)NC2=CC=C(C=C2)N2CCOCC2)=O ({7-[4-(1,1-Dioxo-1$1(6)-thiomorpholin-4-ylmethyl)-phenyl]-pyrrolo[2,1-f][1,2,4]triazin-2-yl}-(4-morpholin-4-yl-phenyl)-amine), solid. The yield is 24.0%. RXN SMILES: Br[C:2]1[N:10]2[C:5]([CH:6]=[N:7][C:8]([NH:11][C:12]3[CH:17]=[CH:16][C:15]([N:18]4[CH2:23][CH2:22][O:21][CH2:20][CH2:19]4)=[CH:14][CH:13]=3)=[N:9]2)=[CH:4][CH:3]=1.B([C:27]1[CH:32]=[CH:31][C:30]([CH2:33][N:34]2[CH2:39][CH2:38][S:37](=[O:41])(=[O:40])[CH2:36][CH2:35]2)=[CH:29][CH:28]=1)(O)O>>[O:41]=[S:37]1(=[O:40])[CH2:38][CH2:39][N:34]([CH2:33][C:30]2[CH:31]=[CH:32][C:27]([C:2]3[N:10]4[C:5]([CH:6]=[N:7][C:8]([NH:11][C:12]5[CH:17]=[CH:16][C:15]([N:18]6[CH2:19][CH2:20][O:21][CH2:22][CH2:23]6)=[CH:14][CH:13]=5)=[N:9]4)=[CH:4][CH:3]=3)=[CH:28][CH:29]=2)[CH2:35][CH2:36]1. Procedure: {7-[4-(1,1-Dioxo-1$1(6)-thiomorpholin-4-ylmethyl)-phenyl]-pyrrolo[2,1-f][1,2,4]triazin-2-yl}-(4-morpholin-4-yl-phenyl)-amine was prepared from (7-bromo-pyrrolo[2,1-f][1,2,4]triazin-2-yl)-(4-morpholin-4-yl-phenyl)-amine and 4-[(4-boronophenyl)methyl]-thiomorpholine 1,1-dioxide in an analogous manner to Example 1031b. Product isolated as a yellow solid (36 mg, 24%). m.p.=251-255° C.; LCMS (m/e) 519 (M+H); 1H-NMR (CDCl3, 400 MHz) δ 8.69 (s, 1H), 8.13 (d, 2H, J=7.8 Hz), 7.55 (d, 2H, J=7.4 Hz), 7.42 ... The reactants are [Cl-].COC[P+](C1=CC=CC=C1)(C1=CC=CC=C1)C1=CC=CC=C1 (methoxymethyltriphenylphosphonium chloride), FC1=C(C=C(C(=C1)OC)F)N1CCC(CC1)C=O (1-(2,5-difluoro-4-methoxyphenyl)-4-piperidinecarbaldehyde), FC1=C(C=C(C(=C1)OC)F)N1CCC(CC1)=O (1-(2,5-difluoro-4-methoxyphenyl)piperidin-4-one), [Br-].C(CC1=CC=CC=C1)[P+](C1=CC=CC=C1)(C1=CC=CC=C1)C1=CC=CC=C1 (phenethyltri-phenylphosphonium bromide). Product: FC1=C(C=C(C(=C1)OC)F)N1CCC(CC1)\C=C/CC1=CC=CC=C1 ((Z)-1-(2,5-difluoro-4-methoxyphenyl)-4-(3-phenyl-1-propen-1-yl)piperidine). Yield: 78.6%. Reaction SMILES: [Cl-].COC[P+](C1C=CC=CC=1)(C1C=CC=CC=1)C1C=CC=CC=1.FC1C=C(OC)C(F)=CC=1N1CCC(=O)CC1.[Br-].[CH2:42]([P+](C1C=CC=CC=1)(C1C=CC=CC=1)C1C=CC=CC=1)[CH2:43][C:44]1[CH:49]=[CH:48][CH:47]=[CH:46][CH:45]=1.[F:69][C:70]1[CH:75]=[C:74]([O:76][CH3:77])[C:73]([F:78])=[CH:72][C:71]=1[N:79]1[CH2:84][CH2:83][CH:82]([CH:85]=O)[CH2:81][CH2:80]1>>[F:69][C:70]1[CH:75]=[C:74]([O:76][CH3:77])[C:73]([F:78])=[CH:72][C:71]=1[N:79]1[CH2:84][CH2:83][CH:82](/[CH:85]=[CH:42]\[CH2:43][C:44]2[CH:45]=[CH:46][CH:47]=[CH:48][CH:49]=2)[CH2:81][CH2:80]1 |f:0.1,3.4|. Reported procedure: Production Example 74 was repeated except that methoxymethyltriphenylphosphonium chloride and 1-(2,5-difluoro-4-methoxyphenyl)piperidin-4-one were replaced with phenethyltri-phenylphosphonium bromide (133 mg) and 1-(2,5-difluoro-4-methoxyphenyl)-4-piperidinecarbaldehyde (35 mg), respectively, and the resulting crude product was purified on TLC (developer, hexane: ethyl acetate=10:1) to provide (Z)-1-(2,5-difluoro-4-methoxyphenyl)-4-(3-phenyl-1-propen-1-yl)piperidine (37 mg). Starting materials: N=1C=CN2C1C=C(C=C2)CNC(C2=CC=C(C=C2)C2CCNCC2)=O (N-(imidazo[1,2-a]pyridin-7-ylmethyl)-4-(piperidin-4-yl)benzamide), [H-].[Na+] (sodium hydride), O (water), C1(=CC=CC=C1)S(=O)(=O)Cl (Benzenesulfonyl chloride). Run in O1CCCC1 (tetrahydrofuran). Run at time 45 minute. Product: N=1C=CN2C1C=C(C=C2)CNC(C2=CC=C(C=C2)C2CCN(CC2)S(=O)(=O)C2=CC=CC=C2)=O (N-(imidazo[1,2-a]pyridin-7-ylmethyl)-4-[1-(phenylsulfonyl)piperidin-4-yl]benzamide). RXN SMILES: [N:1]1[CH:2]=[CH:3][N:4]2[CH:9]=[CH:8][C:7]([CH2:10][NH:11][C:12](=[O:25])[C:13]3[CH:18]=[CH:17][C:16]([CH:19]4[CH2:24][CH2:23][NH:22][CH2:21][CH2:20]4)=[CH:15][CH:14]=3)=[CH:6][C:5]=12.[H-].[Na+].[C:28]1([S:34](Cl)(=[O:36])=[O:35])[CH:33]=[CH:32][CH:31]=[CH:30][CH:29]=1.O>O1CCCC1>[N:1]1[CH:2]=[CH:3][N:4]2[CH:9]=[CH:8][C:7]([CH2:10][NH:11][C:12](=[O:25])[C:13]3[CH:14]=[CH:15][C:16]([CH:19]4[CH2:24][CH2:23][N:22]([S:34]([C:28]5[CH:33]=[CH:32][CH:31]=[CH:30][CH:29]=5)(=[O:36])=[O:35])[CH2:21][CH2:20]4)=[CH:17][CH:18]=3)=[CH:6][C:5]=12 |f:1.2|. Procedure: A solution of N-(imidazo[1,2-a]pyridin-7-ylmethyl)-4-(piperidin-4-yl)benzamide (0.05 g, 0.150 mmol) in tetrahydrofuran (1.246 ml) was treated with sodium hydride (0.018 g, 0.449 mmol) in 3 portions. The reaction was stirred at ambient temperature for 45 minutes and became a partially homogeneous solution. Benzenesulfonyl chloride (0.021 ml, 0.164 mmol) was added and the mixture was stirred for 16 hours. The reaction was treated with 0.1 mL water and was concentrated under a stream of nitrogen. R... Reactants: CC12C3=CC=CC=C3CC(N1)C4=CC=CC=C24 ([3H]MK-801), CCC(CC)COC(C1=CC=CC=C1)(C2=CC=CC=C2)C(=O)N(C)CC[NH+](C)C.[Cl-] (X-100). Run at time 120 minute. Product: C[C@@]12C=3C=CC=CC3C[C@@H](N1)C4=C2C=CC=C4 (MK-801). As a reaction SMILES: [CH3:1][C:2]12[C:17]3[C:12](=[CH:13][CH:14]=[CH:15][CH:16]=3)[CH:10]([NH:11]1)[CH2:9][C:8]1[C:3]2=[CH:4][CH:5]=[CH:6][CH:7]=1.CCC(COC(C(N(CC[NH+](C)C)C)=O)(C1C=CC=CC=1)C1C=CC=CC=1)CC.[Cl-]>>[CH3:1][C@:2]12[C:17]3[CH:16]=[CH:15][CH:14]=[CH:13][C:12]=3[C@H:10]([NH:11]1)[CH2:9][C:8]1[CH:7]=[CH:6][CH:5]=[CH:4][C:3]2=1 |f:1.2|. Reported procedure: [3H]MK-801 binding was performed using Triton X-100 washed synaptic plasma membranes (SPM) prepared from rat forebrain (30-45 day old, male Sprague-Dawley; Sasco, St. Charles, MO) as described previously [J. W. Thomas, W. F. Hood, J. B. Monahan, P. C. Contreras and T. L. O'Donohue, Brain Res., 442, 396-398 (1988)]. The assay was initiated by the addition of SPM (0.20-0.30 mg) to an incubation containing 2.0 nM [3H]MK-801 (15 Ci/mmole; New England Nuclear, Boston, MA) and various concentrations o... The reactants are concentrated aqueous solution, N (ammonia), BrC=1N=CC=C2C1NC=C2 (7-Bromo-1H-pyrrolo[2,3-c]pyridine), BrC1=NC=CC=C1[N+](=O)[O-] (2-bromo-3-nitropyridine), cuprous chloride. The reagents and catalysts are [Cu] (copper). The product is NC=1N=CC=C2C1NC=C2 (7-amino-1H-pyrrolo[2,3-c]pyridine). As a reaction SMILES: Br[C:2]1[N:3]=[CH:4][CH:5]=[C:6]2[CH:10]=[CH:9][NH:8][C:7]=12.BrC1C([N+]([O-])=O)=CC=C[N:13]=1.N>[Cu]>[NH2:13][C:2]1[N:3]=[CH:4][CH:5]=[C:6]2[CH:10]=[CH:9][NH:8][C:7]=12. Procedure: 7-Bromo-1H-pyrrolo[2,3-c]pyridine (600 mg, 3.05 mmol) prepared from 2-bromo-3-nitropyridine in a similar manner to that of Preparative Example 1, powdery copper (194 mg) and cuprous chloride (603 mg) were added to 84 ml of a concentrated aqueous solution of ammonia. The obtained mixture was kept at 120° C. by heating in a sealed tube for 15 hours and treated to give 170 mg of 7-amino-1H-pyrrolo[2,3-c]pyridine. This product was reacted and treated in a similar manner to that of Examples 1 and 2 t... The reactants are CCOC1CCC(N2CCC(Nc3cc(OC)ccc3[N+](=O)[O-])CC2)CC1, CCO, NN, O. Product: CCOC1CCC(N2CCC(Nc3cc(OC)ccc3N)CC2)CC1. As a reaction SMILES: [CH2:1]([CH3:2])[O:3][CH:4]1[CH2:5][CH2:6][CH:7]([N:10]2[CH2:11][CH2:12][CH:13]([NH:16][c:17]3[c:18]([N+:25]([O-:26])=[O:27])[cH:19][cH:20][c:21]([O:23][CH3:24])[cH:22]3)[CH2:14][CH2:15]2)[CH2:8][CH2:9]1.[CH3:31][CH2:32][OH:33].[NH2:29][NH2:30].[OH2:28]>>[CH2:1]([CH3:2])[O:3][CH:4]1[CH2:5][CH2:6][CH:7]([N:10]2[CH2:11][CH2:12][CH:13]([NH:16][c:17]3[c:18]([NH2:25])[cH:19][cH:20][c:21]([O:23][CH3:24])[cH:22]3)[CH2:14][CH2:15]2)[CH2:8][CH2:9]1. The reactants are CCOC(C)=O, Cc1ccccc1, COc1ccc2ncc([N+]#N)cc2c1, F[B-](F)(F)F, [Na+], [OH-], O. Product: COc1ccc2ncc(F)cc2c1. As a reaction SMILES: [CH3:21][CH2:22][O:23][C:24](=[O:25])[CH3:26].[CH3:29][c:30]1[cH:31][cH:32][cH:33][cH:34][cH:35]1.[CH3:6][O:7][c:8]1[cH:9][c:10]2[cH:11][c:12]([N+:18]#[N:19])[cH:13][n:14][c:15]2[cH:16][cH:17]1.[F:1][B-:2]([F:3])([F:4])[F:5].[Na+:28].[OH-:27].[OH2:20]>>[F:1][c:12]1[cH:11][c:10]2[cH:9][c:8]([O:7][CH3:6])[cH:17][cH:16][c:15]2[n:14][cH:13]1. Reactants: ClCCl, O=C(O)C(F)(F)F, CC(C)(C)OC(=O)c1c(-c2ccccc2)csc1NC(=O)CCCCN1C(=O)c2ccccc2C1=O. Yields the product O=C(CCCCN1C(=O)c2ccccc2C1=O)Nc1scc(-c2ccccc2)c1C(=O)O. Reaction SMILES: [CH2:44]([Cl:45])[Cl:46].[F:37][C:38]([F:39])([F:40])[C:41]([OH:42])=[O:43].[O:1]=[C:2]1[N:3]([CH2:12][CH2:13][CH2:14][CH2:15][C:16](=[O:17])[NH:18][c:19]2[s:20][cH:21][c:22](-[c:31]3[cH:32][cH:33][cH:34][cH:35][cH:36]3)[c:23]2[C:24](=[O:25])[O:26][C:27]([CH3:28])([CH3:29])[CH3:30])[C:4](=[O:11])[c:5]2[cH:6][cH:7][cH:8][cH:9][c:10]21>>[O:1]=[C:2]1[N:3]([CH2:12][CH2:13][CH2:14][CH2:15][C:16](=[O:17])[NH:18][c:19]2[s:20][cH:21][c:22](-[c:31]3[cH:32][cH:33][cH:34][cH:35][cH:36]3)[c:23]2[C:24](=[O:25])[OH:26])[C:4](=[O:11])[c:5]2[cH:6][cH:7][cH:8][cH:9][c:10]21. Starting materials: CC1=C(C(=CC=C1)OC)OC (1-methyl-2,3-dimethoxybenzene), ClCCOCCCl (1-chloromethylmethylether). Run in C(C)(=O)O (acetic acid), O (water). The product is COC1=C(C(=CC=C1OC)Cl)C (2,3-Dimethoxy-6-chlorotoluene). Yield: 67980.1%. Reaction SMILES: [CH3:1][C:2]1[CH:7]=[CH:6][CH:5]=[C:4]([O:8][CH3:9])[C:3]=1[O:10][CH3:11].[Cl:12]CCOCCCl>C(O)(=O)C.O>[CH3:11][O:10][C:3]1[C:4]([O:8][CH3:9])=[CH:5][CH:6]=[C:7]([Cl:12])[C:2]=1[CH3:1]. Procedure: To a mixture of 25 g (0.16 mmol) of 1-methyl-2,3-dimethoxybenzene in 25 mL of acetic acid, was slowly added 26.4 g (0.33 mmol) of 1-chloromethylmethylether. The resultant reaction mixture was reacted overnight at 30° C. and then diluted with cold water, resulting in the formation of a precipitate. This precipitate was purified by recrystallization from hot hexanes and then reduced to dryness under reduced pressure to provide 20.3 g of a white solid (m.p. 69°-70° C.).